Task: describe an organic reaction: reactants, conditions, products, and yield. Dataset: the Open Reaction Database (ORD), a public repository of structured organic reaction records Starting materials: [Li+], CCCCOc1nc(N)c2[nH]c(=O)n(CCCCN(CCCN3CCCC3=O)Cc3cccc(CC(=O)OC)c3)c2n1, C1CCOC1, [OH-], O. The product is CCCCOc1nc(N)c2[nH]c(=O)n(CCCCN(CCCN3CCCC3=O)Cc3cccc(CC(=O)O)c3)c2n1. RXN SMILES: [Li+:43].[NH2:1][c:2]1[c:3]2[nH:4][c:5](=[O:42])[n:6]([CH2:16][CH2:17][CH2:18][CH2:19][N:20]([CH2:21][CH2:22][CH2:23][N:24]3[C:25](=[O:29])[CH2:26][CH2:27][CH2:28]3)[CH2:30][c:31]3[cH:32][c:33]([CH2:37][C:38](=[O:39])[O:40][CH3:41])[cH:34][cH:35][cH:36]3)[c:7]2[n:8][c:9]([O:11][CH2:12][CH2:13][CH2:14][CH3:15])[n:10]1.[O:45]1[CH2:46][CH2:47][CH2:48][CH2:49]1.[OH-:44].[OH2:50]>>[NH2:1][c:2]1[c:3]2[nH:4][c:5](=[O:42])[n:6]([CH2:16][CH2:17][CH2:18][CH2:19][N:20]([CH2:21][CH2:22][CH2:23][N:24]3[C:25](=[O:29])[CH2:26][CH2:27][CH2:28]3)[CH2:30][c:31]3[cH:32][c:33]([CH2:37][C:38](=[O:39])[OH:40])[cH:34][cH:35][cH:36]3)[c:7]2[n:8][c:9]([O:11][CH2:12][CH2:13][CH2:14][CH3:15])[n:10]1. Starting materials: ClC1=NC(=CC=2N1C=CN2)C2=C(C=C(C=C2)Cl)Cl (5-Chloro-7-(2,4-dichlorophenyl)imidazo[1,2-c]pyrimidine), FC(C(=O)O)(F)F.NC=1N=C(SC1C#N)NCCN (4-amino-2-[(2-aminoethyl)amino]-1,3-thiazole-5-carbonitrile trifluoroacetate), CCN(C(C)C)C(C)C (DIPEA), Cl (hydrochloric acid). The solvent is CS(=O)C (DMSO), O (Water). Run at temperature 120 celsius. Yields the product NC=1N=C(SC1C#N)NCCNC1=NC(=CC=2N1C=CN2)C2=C(C=C(C=C2)Cl)Cl (4-Amino-2-[(2-{[7-(2,4-dichlorophenyl)imidazo[1,2-c]pyrimidin-5-yl]amino}ethyl)amino]-1,3-thiazole-5-carbonitrile). As a reaction SMILES: Cl[C:2]1[N:7]2[CH:8]=[CH:9][N:10]=[C:6]2[CH:5]=[C:4]([C:11]2[CH:16]=[CH:15][C:14]([Cl:17])=[CH:13][C:12]=2[Cl:18])[N:3]=1.FC(F)(F)C(O)=O.[NH2:26][C:27]1[N:28]=[C:29]([NH:34][CH2:35][CH2:36][NH2:37])[S:30][C:31]=1[C:32]#[N:33].CCN(C(C)C)C(C)C.Cl>O.CS(C)=O>[NH2:26][C:27]1[N:28]=[C:29]([NH:34][CH2:35][CH2:36][NH:37][C:2]2[N:7]3[CH:8]=[CH:9][N:10]=[C:6]3[CH:5]=[C:4]([C:11]3[CH:16]=[CH:15][C:14]([Cl:17])=[CH:13][C:12]=3[Cl:18])[N:3]=2)[S:30][C:31]=1[C:32]#[N:33] |f:1.2|. Procedure details: 214.27 mg (0.72 mmol) of chloropyrimidine (Example 6A) are introduced into 28 ml of dry DMSO, 320 mg (1.08 mmol) of 4-amino-2-[(2-aminoethyl)amino]-1,3-thiazole-5-carbonitrile trifluoroacetate (Example 20A) and 742 mg (5.74 mmol) of DIPEA are added, and the mixture is heated at 120° C. under argon for 16 h. Water is added, and the mixture is neutralized with 1N hydrochloric acid and extracted three times with ethyl acetate. The combined organic phases are freed of solvent, and the residue is pur... Reactants: CCO, Nc1c(C(=O)NCC(O)(CNCc2ccccc2)C(F)(F)F)cnn1-c1ccc(F)cc1. The product is NCC(O)(CNC(=O)c1cnn(-c2ccc(F)cc2)c1N)C(F)(F)F. Reaction SMILES: [CH3:33][CH2:34][OH:35].[NH2:1][c:2]1[c:3]([C:14](=[O:15])[NH:16][CH2:17][C:18]([C:19]([F:20])([F:21])[F:22])([CH2:23][NH:24][CH2:25][c:26]2[cH:27][cH:28][cH:29][cH:30][cH:31]2)[OH:32])[cH:4][n:5][n:6]1-[c:7]1[cH:8][cH:9][c:10]([F:13])[cH:11][cH:12]1>>[NH2:1][c:2]1[c:3]([C:14](=[O:15])[NH:16][CH2:17][C:18]([C:19]([F:20])([F:21])[F:22])([CH2:23][NH2:24])[OH:32])[cH:4][n:5][n:6]1-[c:7]1[cH:8][cH:9][c:10]([F:13])[cH:11][cH:12]1. The reactants are O=C(CC1=CCN(C(=O)OCc2ccccc2)CC1)Nc1ncccc1Br, C1CCOC1, C[Si](C)(C)CCOCCl, [H-], [Na+]. Product: C[Si](C)(C)CCOCN(C(=O)CC1=CCN(C(=O)OCc2ccccc2)CC1)c1ncccc1Br. RXN SMILES: [Br:3][c:4]1[c:5]([NH:10][C:11]([CH2:12][C:13]2=[CH:18][CH2:17][N:16]([C:19](=[O:20])[O:21][CH2:22][c:23]3[cH:24][cH:25][cH:26][cH:27][cH:28]3)[CH2:15][CH2:14]2)=[O:29])[n:6][cH:7][cH:8][cH:9]1.[CH2:39]1[O:40][CH2:41][CH2:42][CH2:43]1.[CH3:30][Si:31]([CH2:32][CH2:33][O:34][CH2:35][Cl:36])([CH3:37])[CH3:38].[H-:1].[Na+:2]>>[Br:3][c:4]1[c:5]([N:10]([C:11]([CH2:12][C:13]2=[CH:18][CH2:17][N:16]([C:19](=[O:20])[O:21][CH2:22][c:23]3[cH:24][cH:25][cH:26][cH:27][cH:28]3)[CH2:15][CH2:14]2)=[O:29])[CH2:35][O:34][CH2:33][CH2:32][Si:31]([CH3:30])([CH3:37])[CH3:38])[n:6][cH:7][cH:8][cH:9]1. The reactants are [BH4-], CO, FC(F)(F)c1ccc(C2=NCCc3ccccc32)cc1, [Na+]. Product: FC(F)(F)c1ccc(C2NCCc3ccccc32)cc1. Reaction SMILES: [BH4-:21].[CH3:23][OH:24].[F:1][C:2]([c:3]1[cH:4][cH:5][c:6]([C:9]2=[N:10][CH2:11][CH2:12][c:13]3[cH:14][cH:15][cH:16][cH:17][c:18]32)[cH:7][cH:8]1)([F:19])[F:20].[Na+:22]>>[F:1][C:2]([c:3]1[cH:4][cH:5][c:6]([CH:9]2[NH:10][CH2:11][CH2:12][c:13]3[cH:14][cH:15][cH:16][cH:17][c:18]32)[cH:7][cH:8]1)([F:19])[F:20]. Isolated yield 0.0%. Reaction SMILES: Cl.[CH2:2]([O:9][C:10](=[O:16])[C@@H:11]1[CH2:15][CH2:14][CH2:13][NH:12]1)[C:3]1[CH:8]=[CH:7][CH:6]=[CH:5][CH:4]=1.[CH:17](N(C(C)C)CC)(C)C.ON1[C:31]2[CH:32]=[CH:33][CH:34]=[CH:35][C:30]=2N=N1.[N:36]1[NH:37][N:38]=[N:39][C:40]=1[C:41]1[CH:46]=[CH:45][CH:44]=[CH:43][C:42]=1[C:47]1[CH:65]=[CH:64][C:50]2[N:51]([CH:54]([CH2:58][CH2:59][CH2:60][CH2:61][CH2:62][CH3:63])[C:55](O)=[O:56])[CH:52]=[N:53][C:49]=2[CH:48]=1.C1(N=C=NC2CCCCC2)CCCCC1>CN(C=O)C.C(OCC)(=O)C.O>[CH2:2]([O:9][C:10](=[O:16])[C@:11]1([CH2:17][C:30]2[CH:35]=[CH:34][CH:33]=[CH:32][CH:31]=2)[CH2:15][CH2:14][CH2:13][N:12]1[C:55](=[O:56])[CH:54]([N:51]1[C:50]2[CH:64]=[CH:65][C:47]([C:42]3[CH:43]=[CH:44][CH:45]=[CH:46][C:41]=3[C:40]3[N:36]=[N:37][NH:38][N:39]=3)=[CH:48][C:49]=2[N:53]=[CH:52]1)[CH2:58][CH2:59][CH2:60][CH2:61][CH2:62][CH3:63])[C:3]1[CH:4]=[CH:5][CH:6]=[CH:7][CH:8]=1 |f:0.1|. Product: C(C1=CC=CC=C1)OC([C@]1(N(CCC1)C(C(CCCCCC)N1C=NC2=C1C=CC(=C2)C2=C(C=CC=C2)C=2N=NNN2)=O)CC2=CC=CC=C2)=O (benzyl 1-[1-oxo-2-[5-[2-(2H-tetrazol-5yl)phenyl]-1H-benzimidazole-1-yl]octyl]-L-proline benzyl ester). The reactants are Cl.C(C1=CC=CC=C1)OC([C@H]1NCCC1)=O (L-proline benzyl ester hydrochloride), C(C)(C)N(CC)C(C)C (diisopropylethyl amine), ON1N=NC2=C1C=CC=C2 (1-Hydroxybenzotriazole), N=1NN=NC1C1=C(C=CC=C1)C1=CC2=C(N(C=N2)C(C(=O)O)CCCCCC)C=C1 (2-[5-[2-(2H-tetrazol-5yl)phenyl]benzimidazol-1-yl]octanoic acid), C1(CCCCC1)N=C=NC1CCCCC1 (dicyclohexylcarbodiimide). Solvent: O (water), C(C)(=O)OCC (Ethyl acetate), CN(C)C=O (DMF). Procedure details: L-proline benzyl ester hydrochloride (0.745 moles, 180 mg) and diisopropylethyl amine (0.745 moles, 0.13 ml) were dissolved in 50 ml DMF. The solution was stirred at room temperature for 20 minutes. 1-Hydroxybenzotriazole (0.745 moles, 100 mg), 2-[5-[2-(2H-tetrazol-5yl)phenyl]benzimidazol-1-yl]octanoic acid (0.745 moles, 300 mg) and dicyclohexylcarbodiimide (0.745 mmoles, 153 mg) were added sequentially. The reaction was stirred at room temperature for 12 days and poured into water. Ethyl acetat... Conditions: time 20 minute.